This data is from the Open Reaction Database (ORD), a public repository of structured organic reaction records. The task is: describe an organic reaction: reactants, conditions, products, and yield The reactants are O=C(C(=O)O)C=CC=1C=NC=CC1 (2-oxo-4-(pyridin-3-yl)-3-butenoic acid), 0-tert.-butyl-N,N-diisopropyl-isourea, O1CCCC1 (tetrahydrofuran), [OH-].[Na+] (sodium hydroxide), CCOCC (ether), Cl (hydrochloric acid). Conditions: temperature 20 celsius, time 15 hour. Product: O=C(C(=O)OC(C)(C)C)C=CC=1C=NC=CC1 (1,1-dimethyl-ethyl 2-oxo-4-{pyridin-3-yl)-3-butenoate). As a reaction SMILES: [O:1]=[C:2]([CH:6]=[CH:7][C:8]1[CH:9]=[N:10][CH:11]=[CH:12][CH:13]=1)[C:3]([OH:5])=[O:4].O1[CH2:18][CH2:17][CH2:16]C1.Cl.[OH-].[Na+].[CH3:22]COCC>>[O:1]=[C:2]([CH:6]=[CH:7][C:8]1[CH:9]=[N:10][CH:11]=[CH:12][CH:13]=1)[C:3]([O:5][C:17]([CH3:16])([CH3:18])[CH3:22])=[O:4] |f:3.4|. Reported procedure: A mixture of 1.41 g of the acid of Step A, 4.5 g of 0-tert.-butyl-N,N-diisopropyl-isourea and 32 ml of tetrahydrofuran was stirred at 20° C. under nitrogen for 15 hours and then 8 ml of aqueous N hydrochloric acid were added with stirring. 8 ml of aqueous N sodium hydroxide solution and 10 ml of ether were added with stirring and the mixture was filtered. The decanted aqueous phase was extracted with ether and the combined organic phases were washed and evaporated to dryness under reduced pressu... Reactants: Cl.C1(=CC=CC=C1)N1CCN(CC1)CC(=O)O (2-(4-phenylpiperazin-1-yl)acetic acid hydrochloride), N[C@H](C(=O)NC1=CC=C(C=C1)OC1=CC=C(C=C1)F)COCC1=CC=CC=C1 ((S)-2-amino-3-(benzyloxy)-N-(4-(4-fluorophenoxy)phenyl)propanamide). Product: Compound 225, C(C1=CC=CC=C1)OC[C@@H](C(=O)NC1=CC=C(C=C1)OC1=CC=C(C=C1)F)NC(CN1CCN(CC1)C1=CC=CC=C1)=O ((S)-3-(benzyloxy)-N-(4-(4-fluorophenoxy)phenyl)-2-(2-(4-phenylpiperazin-1-yl)acetamido)propanamide). The yield is 28.7%. As a reaction SMILES: Cl.[C:2]1([N:8]2[CH2:13][CH2:12][N:11]([CH2:14][C:15]([OH:17])=O)[CH2:10][CH2:9]2)[CH:7]=[CH:6][CH:5]=[CH:4][CH:3]=1.[NH2:18][C@@H:19]([CH2:37][O:38][CH2:39][C:40]1[CH:45]=[CH:44][CH:43]=[CH:42][CH:41]=1)[C:20]([NH:22][C:23]1[CH:28]=[CH:27][C:26]([O:29][C:30]2[CH:35]=[CH:34][C:33]([F:36])=[CH:32][CH:31]=2)=[CH:25][CH:24]=1)=[O:21]>>[CH2:39]([O:38][CH2:37][C@H:19]([NH:18][C:15](=[O:17])[CH2:14][N:11]1[CH2:10][CH2:9][N:8]([C:2]2[CH:3]=[CH:4][CH:5]=[CH:6][CH:7]=2)[CH2:13][CH2:12]1)[C:20]([NH:22][C:23]1[CH:28]=[CH:27][C:26]([O:29][C:30]2[CH:35]=[CH:34][C:33]([F:36])=[CH:32][CH:31]=2)=[CH:25][CH:24]=1)=[O:21])[C:40]1[CH:45]=[CH:44][CH:43]=[CH:42][CH:41]=1 |f:0.1|. Procedure: Proceeding as in Example 1, but substituting 2-(4-phenylpiperazin-1-yl)acetic acid hydrochloride and (S)-2-amino-3-(benzyloxy)-N-(4-(4-fluorophenoxy)phenyl)propanamide, gave Compound 225, (S)-3-(benzyloxy)-N-(4-(4-fluorophenoxy)phenyl)-2-(2-(4-phenylpiperazin-1-yl)acetamido)propanamide (13.4 mg, 28.7%); Major isomer: 1H-NMR (400 MHz, DMSO-D6): σ 10.23 (s, 1H), 8.02 (s, 1H), 7.60 (d, 2H), 7.28-7.29 (m, 4H), 7.19-7.26 (m, 5H), 6.99-7.04 (m, 4H), 6.92 (d, 2H), 6.78 (t, 1H), 4.71 (m, 1H), 4.52 (s, 2... Starting materials: CC(=O)O, O=[N+]([O-])c1ccc(S(=O)(=O)Nc2ccc3c(c2)B(O)OC3)c(Cl)c1, [Fe]. Yields the product Nc1ccc(S(=O)(=O)Nc2ccc3c(c2)B(O)OC3)c(Cl)c1. Reaction SMILES: [CH3:25][C:26](=[O:27])[OH:28].[Cl:1][c:2]1[c:3]([S:11](=[O:12])(=[O:13])[NH:14][c:15]2[cH:16][cH:17][c:18]3[c:19]([cH:24]2)[B:20]([OH:23])[O:21][CH2:22]3)[cH:4][cH:5][c:6]([N+:8]([O-:9])=[O:10])[cH:7]1.[Fe:29]>>[Cl:1][c:2]1[c:3]([S:11](=[O:12])(=[O:13])[NH:14][c:15]2[cH:16][cH:17][c:18]3[c:19]([cH:24]2)[B:20]([OH:23])[O:21][CH2:22]3)[cH:4][cH:5][c:6]([NH2:8])[cH:7]1. The reactants are CC(C(CC#N)=O)(C)C (4,4-dimethyl-3-oxo-pentanenitrile), [N+](=O)([O-])[O-].[NH4+] (ammonium nitrate), N (ammonia). Run in C(C)O (ethanol). Yields the product N\C(=C/C#N)\C(C)(C)C ((Z)-3-amino-4,4-dimethyl-pent-2-enenitrile). RXN SMILES: [CH3:1][C:2]([CH3:9])([CH3:8])[C:3](=O)[CH2:4][C:5]#[N:6].[N+:10]([O-])([O-])=O.[NH4+].N>C(O)C>[NH2:10]/[C:3](/[C:2]([CH3:9])([CH3:8])[CH3:1])=[CH:4]\[C:5]#[N:6] |f:1.2|. Procedure details: To a solution of 4,4-dimethyl-3-oxo-pentanenitrile (22 g, 175.76 mmol) in 250 mL of ethanol is added ammonium nitrate (21 g; 263.64 mmol). The mixture is stirred under reflux overnight while ammonia gas is bubbled through the solution. The mixture is cooled to room temperature and diluted with 100 mL of water. The mixture is concentrated under reduced pressure to remove most of the ethanol. Aqueous sodium hydroxide (140 mL, 0.3N) is added and the mixture is extracted with ether (2×200 mL). The c... RXN SMILES: [CH2:4]([c:5]1[cH:6][cH:7][cH:8][cH:9][cH:10]1)[n:11]1[cH:12][n:13][c:14]2[c:15]1[c:16]([Cl:22])[n:17][n:18]([CH3:21])[c:19]2=[O:20].[CH3:1][NH:2][CH3:3].[CH3:23][CH2:24][OH:25]>>[CH3:1][N:2]([CH3:3])[c:16]1[c:15]2[n:11]([CH2:4][c:5]3[cH:6][cH:7][cH:8][cH:9][cH:10]3)[cH:12][n:13][c:14]2[c:19](=[O:20])[n:18]([CH3:21])[n:17]1. Yields the product CN(C)c1nn(C)c(=O)c2ncn(Cc3ccccc3)c12. Reactants: Cn1nc(Cl)c2c(ncn2Cc2ccccc2)c1=O, CNC, CCO. Reactants: CC(Nc1nc(Cl)cc(-n2cnc3ccccc32)n1)c1cccc([N+](=O)[O-])c1, OB(O)c1ccoc1. Product: CC(Nc1nc(-c2ccoc2)cc(-n2cnc3ccccc32)n1)c1cccc([N+](=O)[O-])c1. As a reaction SMILES: [N+:1](=[O:2])([O-:3])[c:4]1[cH:5][c:6]([CH:10]([CH3:11])[NH:12][c:13]2[n:14][c:15]([Cl:28])[cH:16][c:17](-[n:19]3[cH:20][n:21][c:22]4[c:23]3[cH:24][cH:25][cH:26][cH:27]4)[n:18]2)[cH:7][cH:8][cH:9]1.[o:29]1[cH:30][c:31]([B:34]([OH:35])[OH:36])[cH:32][cH:33]1>>[N+:1](=[O:2])([O-:3])[c:4]1[cH:5][c:6]([CH:10]([CH3:11])[NH:12][c:13]2[n:14][c:15](-[c:31]3[cH:30][o:29][cH:33][cH:32]3)[cH:16][c:17](-[n:19]3[cH:20][n:21][c:22]4[c:23]3[cH:24][cH:25][cH:26][cH:27]4)[n:18]2)[cH:7][cH:8][cH:9]1. Reactants: C(=O)(OCC)C1C(NCC(C1)CO[Si](C)(C)C(C)(C)C)=O (3carboethoxy-5-[t-butyl(dimethyl)silyloxymethyl]-2 -piperidone), F[B-](F)(F)F.C[O+](C)C (trimethyloxonium tetrafluoroborate), C([O-])(O)=O.[Na+] (sodium bicarbonate). Solvent: ClCCl (dichloromethane). Run at temperature 4 celsius, time 90 minute. Yields the product COC1=NCC(CC1C(=O)OCC)CO[Si](C)(C)C(C)(C)C (2-Methoxy-3-carboethoxy-5-[t-butyl(dimethyl)silyloxymethyl]-3,4,5,6-tetrahydropyridine). Yield: 88.7%. RXN SMILES: [C:1]([CH:6]1[CH2:11][CH:10]([CH2:12][O:13][Si:14]([C:17]([CH3:20])([CH3:19])[CH3:18])([CH3:16])[CH3:15])[CH2:9][NH:8][C:7]1=[O:21])([O:3][CH2:4][CH3:5])=[O:2].F[B-](F)(F)F.[CH3:27][O+](C)C.C(=O)(O)[O-].[Na+]>ClCCl>[CH3:27][O:21][C:7]1[CH:6]([C:1]([O:3][CH2:4][CH3:5])=[O:2])[CH2:11][CH:10]([CH2:12][O:13][Si:14]([C:17]([CH3:20])([CH3:19])[CH3:18])([CH3:16])[CH3:15])[CH2:9][N:8]=1 |f:1.2,3.4|. Reported procedure: To a solution of 14.9 g 3carboethoxy-5-[t-butyl(dimethyl)silyloxymethyl]-2 -piperidone in 400 ml anhydrous dichloromethane at 4° C. were added 7.7 g of trimethyloxonium tetrafluoroborate. The mixture was first stirred for 90 minutes at 4° C. and then for 1 hour at 22° C. The resulting solution was poured into a saturated solution of sodium bicarbonate and extracted with three portions of dichloromethane. The combined organic extracts were washed with water and brine, dried over magnesium sulfate...